From a dataset of the Open Reaction Database (ORD), a public repository of structured organic reaction records. describe an organic reaction: reactants, conditions, products, and yield Reactants: C(C1=CC=CC=C1)N1C(=O)N(C(=O)C(=C1N)N=O)CCC (1-BENZYL-3-PROPYL-5-NITROSO-6-AMINO-URACIL), S(=O)([O-])S(=O)[O-].[Na+].[Na+] (sodium dithionite). The solvent is O (water), [NH4+].[OH-] (NH4OH). Product: C(C1=CC=CC=C1)N1C(=O)N(C(=O)C(=C1N)N)CCC (1-BENZYL-3-PROPYL-5,6-DIAMINO-URACIL). Isolated yield 45.0%. As a reaction SMILES: [CH2:1]([N:8]1[C:15]([NH2:16])=[C:14]([N:17]=O)[C:12](=[O:13])[N:11]([CH2:19][CH2:20][CH3:21])[C:9]1=[O:10])[C:2]1[CH:7]=[CH:6][CH:5]=[CH:4][CH:3]=1.S(S([O-])=O)([O-])=O.[Na+].[Na+]>O.[NH4+].[OH-]>[CH2:1]([N:8]1[C:15]([NH2:16])=[C:14]([NH2:17])[C:12](=[O:13])[N:11]([CH2:19][CH2:20][CH3:21])[C:9]1=[O:10])[C:2]1[CH:3]=[CH:4][CH:5]=[CH:6][CH:7]=1 |f:1.2.3,5.6|. Reported procedure: A solution of the nitroso-uracil derivative (from Example 4) (5 mmol) in water (25 mL) and 30% NH4OH (10 mL) was heated at 85° C. and sodium dithionite (15 mmol) was added in small portions under vigorous stirring until the red color disappeared (15-30 minutes). The reaction was then cooled and the mixture extracted with ethyl acetate. The organic phase was dried with Na2SO4, evaporated under vacuum and the product purified by crystallization with ethyl acetate or ethanol. (Pale yellow solid. Yi... The reactants are [OH-].[Na+] (sodium hydroxide), O (water), C1(=CC=CC=C1)C([C@@H]1N(CC[C@@H]1OCC1=CC(=CC(=C1)C)C)C(=O)OCC)C1=CC=CC=C1 (cis-2-(diphenylmethyl)-3-(3,5-dimethylbenzyloxy)-1-ethoxycarbonylpyrrolidine), [H-].[Al+3].[Li+].[H-].[H-].[H-] (lithium aluminium hydride), O (water). The solvent is C(C)(=O)OCC (ethyl acetate), O1CCCC1 (tetrahydrofuran). Yields the product C1(=CC=CC=C1)C([C@@H]1N(CC[C@@H]1OCC1=CC(=CC(=C1)C)C)C)C1=CC=CC=C1 (cis-2-(diphenylmethyl)-3-(3,5-dimethylbenzyloxy)-1-methylpyrrolidine). RXN SMILES: [C:1]1([CH:7]([C:28]2[CH:33]=[CH:32][CH:31]=[CH:30][CH:29]=2)[C@H:8]2[C@@H:12]([O:13][CH2:14][C:15]3[CH:20]=[C:19]([CH3:21])[CH:18]=[C:17]([CH3:22])[CH:16]=3)[CH2:11][CH2:10][N:9]2[C:23](OCC)=O)[CH:6]=[CH:5][CH:4]=[CH:3][CH:2]=1.[H-].[Al+3].[Li+].[H-].[H-].[H-].O.[OH-].[Na+]>O1CCCC1.C(OCC)(=O)C>[C:28]1([CH:7]([C:1]2[CH:2]=[CH:3][CH:4]=[CH:5][CH:6]=2)[C@H:8]2[C@@H:12]([O:13][CH2:14][C:15]3[CH:20]=[C:19]([CH3:21])[CH:18]=[C:17]([CH3:22])[CH:16]=3)[CH2:11][CH2:10][N:9]2[CH3:23])[CH:33]=[CH:32][CH:31]=[CH:30][CH:29]=1 |f:1.2.3.4.5.6,8.9|. Procedure: To a solution of cis-2-(diphenylmethyl)-3-(3,5-dimethylbenzyloxy)-1-ethoxycarbonylpyrrolidine (Example 1e, 0.500 g, 1.1 mmol) in tetrahydrofuran (5.0 ml) was added 1.0M lithium aluminium hydride (5.0 ml, 5.0 mmol) and then the solution heated at reflux for 1 h. To the cooled solution was carefully added water (2 ml), 4M sodium hydroxide (2 ml) and water (4 ml) followed by ethyl acetate. The suspension was filtered through Celite and the filtrate was washed with saturated brine and dried (MgSO4).... The reactants are CCOC(=O)CCCBr, CC(=O)N(c1ccc(Cl)cc1)C1CC(C)N(C(=O)c2ccc(O)cc2)c2ccccc21, [K+], [K+], O=C([O-])[O-], CN(C)C=O. Product: CCOC(=O)CCCOc1ccc(C(=O)N2c3ccccc3C(N(C(C)=O)c3ccc(Cl)cc3)CC2C)cc1. RXN SMILES: [CH2:38]([CH3:39])[O:40][C:41]([CH2:42][CH2:43][CH2:44][Br:45])=[O:46].[Cl:1][c:2]1[cH:3][cH:4][c:5]([N:8]([C:9]([CH3:10])=[O:11])[CH:12]2[CH2:13][CH:14]([CH3:31])[N:15]([C:22]([c:23]3[cH:24][cH:25][c:26]([OH:29])[cH:27][cH:28]3)=[O:30])[c:16]3[cH:17][cH:18][cH:19][cH:20][c:21]32)[cH:6][cH:7]1.[K+:32].[K+:33].[O-:34][C:35]([O-:36])=[O:37].[O:47]=[CH:48][N:49]([CH3:50])[CH3:51]>>[Cl:1][c:2]1[cH:3][cH:4][c:5]([N:8]([C:9]([CH3:10])=[O:11])[CH:12]2[CH2:13][CH:14]([CH3:31])[N:15]([C:22]([c:23]3[cH:24][cH:25][c:26]([O:29][CH2:44][CH2:43][CH2:42][C:41]([O:40][CH2:38][CH3:39])=[O:46])[cH:27][cH:28]3)=[O:30])[c:16]3[cH:17][cH:18][cH:19][cH:20][c:21]32)[cH:6][cH:7]1. The reactants are BrC1=CC=C(C=N1)CN1CCC2(C(=NC(N2C2=CC(=CC=C2)F)=O)NC2CCCCC2)CC1 (8-[(6-bromopyridin-3-yl)methyl]-4-(cyclohexylamino)-1-(3-fluorophenyl)-1,3,8-triazaspiro[4.5]dec-3-en-2-one), C(C1=CC=CC=C1)N (benzylamine), FC(C(=O)[O-])(F)F.FC(C(=O)[O-])(F)F.C(C1=CC=CC=C1)NC1=CC=C(C=[NH+]1)C[NH+]1CCC2(C(=NC(N2C2=CC(=CC=C2)F)=O)NC2CCCCC2)CC1 (8-{[6-(benzylamino)pyridinium-3-yl]methyl}-4-(cyclohexylamino)-1-(3-fluorophenyl)-2-oxo-1,3-diaza-8-azoniaspiro[4.5]dec-3-ene bis(trifluoroacetate)), CC(C)([O-])C.[Na+] (sodium t-butoxide), C1(=CC=CC=C1)P(C1=C(C2=CC=CC=C2C=C1)C1=C(C=CC2=CC=CC=C12)P(C1=CC=CC=C1)C1=CC=CC=C1)C1=CC=CC=C1 (racemic-2,2′-bis(diphenylphosphino)-1,1′-binaphthyl). The reagents and catalysts are C=1C=CC(=CC1)/C=C/C(=O)/C=C/C2=CC=CC=C2.C=1C=CC(=CC1)/C=C/C(=O)/C=C/C2=CC=CC=C2.C=1C=CC(=CC1)/C=C/C(=O)/C=C/C2=CC=CC=C2.[Pd].[Pd] (tris(dibenzylideneacetone)dipalladium). Solvent: C1(=CC=CC=C1)C (toluene). Run at temperature 110 celsius. Yields the product C(C1=CC=CC=C1)NC1=CC=C(C=N1)CN1CCC2(C(=NC(N2C2=CC(=CC=C2)F)=O)NC2CCCCC2)CC1 (8-{[6-(Benzylamino)pyridin-3-yl]methyl}-4-(cyclohexylamino)-1-(3-fluorophenyl)-1,3,8-triazaspiro[4.5]dec-3-en-2-one). RXN SMILES: Br[C:2]1[N:7]=[CH:6][C:5]([CH2:8][N:9]2[CH2:33][CH2:32][C:12]3([N:16]([C:17]4[CH:22]=[CH:21][CH:20]=[C:19]([F:23])[CH:18]=4)[C:15](=[O:24])[N:14]=[C:13]3[NH:25][CH:26]3[CH2:31][CH2:30][CH2:29][CH2:28][CH2:27]3)[CH2:11][CH2:10]2)=[CH:4][CH:3]=1.CC(C)([O-])C.[Na+].C1(P(C2C=CC=CC=2)C2C=CC3C(=CC=CC=3)C=2C2C3C(=CC=CC=3)C=CC=2P(C2C=CC=CC=2)C2C=CC=CC=2)C=CC=CC=1.[CH2:86]([NH2:93])[C:87]1[CH:92]=[CH:91][CH:90]=[CH:89][CH:88]=1.FC(F)(F)C([O-])=O.FC(F)(F)C([O-])=O.C(NC1[NH+]=CC(C[NH+]2CCC3(N(C4C=CC=C(F)C=4)C(=O)N=C3NC3CCCCC3)CC2)=CC=1)C1C=CC=CC=1>C1C=CC(/C=C/C(/C=C/C2C=CC=CC=2)=O)=CC=1.C1C=CC(/C=C/C(/C=C/C2C=CC=CC=2)=O)=CC=1.C1C=CC(/C=C/C(/C=C/C2C=CC=CC=2)=O)=CC=1.[Pd].[Pd].C1(C)C=CC=CC=1>[CH2:86]([NH:93][C:2]1[N:7]=[CH:6][C:5]([CH2:8][N:9]2[CH2:33][CH2:32][C:12]3([N:16]([C:17]4[CH:22]=[CH:21][CH:20]=[C:19]([F:23])[CH:18]=4)[C:15](=[O:24])[N:14]=[C:13]3[NH:25][CH:26]3[CH2:31][CH2:30][CH2:29][CH2:28][CH2:27]3)[CH2:11][CH2:10]2)=[CH:4][CH:3]=1)[C:87]1[CH:92]=[CH:91][CH:90]=[CH:89][CH:88]=1 |f:1.2,5.6.7,8.9.10.11.12|. Procedure details: To a 600 μL dried degassed toluene suspension of 27 mg (0.052 mmol) 8-[(6-bromopyridin-3-yl)methyl]-4-(cyclohexylamino)-1-(3-fluorophenyl)-1,3,8-triazaspiro[4.5]dec-3-en-2-one (8-1, prepared in the same manner as Intermediate 5-3), 9 mg (0.094 mmol) sodium t-butoxide, 2 mg (0.003 mmol) racemic-2,2′-bis(diphenylphosphino)-1,1′-binaphthyl (BINAP), and 2 mg (0.003 mmol) tris(dibenzylideneacetone)dipalladium (0) was added 29 μL (0.262 mmol) benzylamine. The reaction vessel was capped and warmed to 1... The reactants are CC1=C(C=CC=C1)C(C)=O (2'-methylacetophenone), Br (hydrobromic acid), Br.[NH+]1=CC=CC=C1 (pyridinium hydrobromide), O (water). Run in C(C)(=O)O (acetic acid). Reaction conditions: time 1 hour. The product is CC1=C(C=CC=C1)C(CBr)=O (2'-Methyl-2-bromoacetophenone). Reaction SMILES: [CH3:1][C:2]1[CH:7]=[CH:6][CH:5]=[CH:4][C:3]=1[C:8](=[O:10])[CH3:9].[BrH:11].Br.[NH+]1C=CC=CC=1.O>C(O)(=O)C>[CH3:1][C:2]1[CH:7]=[CH:6][CH:5]=[CH:4][C:3]=1[C:8](=[O:10])[CH2:9][Br:11] |f:2.3|. Procedure: To a solution of 3 g of 2'-methylacetophenone in 60 ml of acetic acid was added successively 9.7 ml of 47% hydrobromic acid and 8.6 g of pyridinium hydrobromide perbromide, and the mixture was stirred at room temperature for 1 hour. The reaction mixture was poured into water and extracted with ethyl acetate. The extract was washed with water and a saturated sodium carbonate solution, and dried over anhydrous magnesium sulfate. The drying agent was removed by filtration, and the solvent was remov... The reactants are Cl.C(C1=CC=CC=C1)OC([C@H]1NC[C@@H](C1)O)=O (trans-4-hydroxy-L-proline benzyl ester hydrochloride), ClC1=NC=CC(=N1)N1C(NC(C(=C1)C1C2=C(C=CC3=C1C=CC(=C3)C)C=C(C=C2)C)=O)=O (1-[2-Chloropyrimidin-4-yl}-5-[2,8-dimethyl-5H-dibenzo[a,d]cyclohepten-5-yl]-2,4(1H,3H)-pyrimidinedione). Yields the product CC1=CC2=C(C(C3=C(C=C2)C=C(C=C3)C)C=3C(NC(N(C3)C3=NC(=NC=C3)N3[C@@H](C[C@H](C3)O)C(=O)OCC3=CC=CC=C3)=O)=O)C=C1 ((2S-trans)-N-[4-[5-{2,8-Dimethyl-5H-dibenzo[a,d]cyclohepten-5-yl}-3,4-dihydro-2,4-dioxo-1(2H)-pyrimidinyl]pyrimidin-2-yl]-4-hydroxy-2-pyrrolidinecarboxylic acid, phenylmethyl ester). As a reaction SMILES: Cl.[CH2:2]([O:9][C:10](=[O:17])[C@@H:11]1[CH2:15][C@@H:14]([OH:16])[CH2:13][NH:12]1)[C:3]1[CH:8]=[CH:7][CH:6]=[CH:5][CH:4]=1.Cl[C:19]1[N:24]=[C:23]([N:25]2[CH:30]=[C:29]([CH:31]3[C:37]4[CH:38]=[CH:39][C:40]([CH3:42])=[CH:41][C:36]=4[CH:35]=[CH:34][C:33]4[CH:43]=[C:44]([CH3:47])[CH:45]=[CH:46][C:32]3=4)[C:28](=[O:48])[NH:27][C:26]2=[O:49])[CH:22]=[CH:21][N:20]=1>>[CH3:42][C:40]1[CH:39]=[CH:38][C:37]2[CH:31]([C:29]3[C:28](=[O:48])[NH:27][C:26](=[O:49])[N:25]([C:23]4[CH:22]=[CH:21][N:20]=[C:19]([N:12]5[CH2:13][C@H:14]([OH:16])[CH2:15][C@H:11]5[C:10]([O:9][CH2:2][C:3]5[CH:8]=[CH:7][CH:6]=[CH:5][CH:4]=5)=[O:17])[N:24]=4)[CH:30]=3)[C:32]3[CH:46]=[CH:45][C:44]([CH3:47])=[CH:43][C:33]=3[CH:34]=[CH:35][C:36]=2[CH:41]=1 |f:0.1|. Reported procedure: The subtitle compound was prepared from trans-4-hydroxy-L-proline benzyl ester hydrochloride (0.928 g) and the product of example 8 step (ii) (0.3 g) by the method of example 10 step (ii). Purification was by chromatography eluting with 50-60% ethyl acetate in isohexane. Yield 0.29 g. The reactants are [F-].[K+] (Potassium fluoride), [F-].[Li+] (lithium fluoride), [Li+].C1[C@@H]2N(C1=O)[C@H](/C(=C/CO)/O2)C(=O)[O-] (Lithium clavulanate). Run in O (water). Run at time 0.5 hour. Yields the product C1[C@@H]2N(C1=O)[C@H](/C(=C/CO)/O2)C(=O)[O-].[K+] (potassium clavulanate). Isolated yield 60.7%. Reaction SMILES: [Li+].[CH2:2]1[C:5](=[O:6])[N:4]2[C@@H:7]([C:13]([O-:15])=[O:14])/[C:8](/[O:12][C@H:3]12)=[CH:9]/[CH2:10][OH:11].[F-].[K+:17].[F-].[Li+]>O>[CH2:2]1[C:5](=[O:6])[N:4]2[C@@H:7]([C:13]([O-:15])=[O:14])/[C:8](/[O:12][C@H:3]12)=[CH:9]/[CH2:10][OH:11].[K+:17] |f:0.1,2.3,4.5,7.8|. Procedure: Lithium clavulanate (7.15 g, estimated purity 68% pfa 0.025 moles) was stirred in water (45 mls) and cooled in ice. Potassium fluoride solution (3.5 g KF.2H2O in 9 mls solution; 1.5 equivalents) was added slowly to the cloudy brown solution and lithium fluoride separated out as a fairly gummy deposit. The mixture was made up to 100 ml with acetone over 3/4hr and then up to 800 mls with acetone over 1/2 hr. The solid which had separated now was dark brown and was removed by filtration through cel... Starting materials: O[C@@H]1CC2=C[C@@H]([C@H]3[C@@H]4CCC([C@@]4(C)CC[C@@H]3[C@]2(CC1)C)=O)C=C (3β-hydroxy-7β-ethenyl-5-androsten-17-one), CCOCC (ether), [Li] (lithium), [Cl-].[NH4+] (ammonium chloride), N.O1CCCC1 (ammonia tetrahydrofuran), ketal. Yields the product O[C@H]1C[C@@H](CC2=CC[C@H]3[C@@H]4CCC([C@@]4(C)CC[C@@H]3[C@@]12C)=O)O (1α,3β-dihydroxyandrost-5-en-17-one). As a reaction SMILES: CC[O:3][CH2:4][CH3:5].[Li].[Cl-].[NH4+].O[C@H]1CC[C@@:25]2([CH3:28])[C:12](=[CH:13][C@H:14](C=C)[C@@H:15]3[C@@H:24]2[CH2:23][CH2:22][C@@:20]2([CH3:21])[C@H:16]3[CH2:17][CH2:18][C:19]2=[O:29])C1.N.[O:33]1CC[CH2:35][CH2:34]1>>[OH:33][C@@H:34]1[C@@:25]2([CH3:28])[C:12](=[CH:13][CH2:14][C@@H:15]3[C@@H:24]2[CH2:23][CH2:22][C@@:20]2([CH3:21])[C@H:16]3[CH2:17][CH2:18][C:19]2=[O:29])[CH2:5][C@@H:4]([OH:3])[CH2:35]1 |f:2.3,5.6,^1:5|. Procedure details: Alkaline hydrogen peroxide epoxidation of androsta-1,4,6-triene-3,17-dione 17-ketal 1 with basic hydrogen peroxide yields the 1α,2α-epoxide 2. Treatment of 1α,2α-epoxyandrosta-4,6-dien-3,17-dione 17-ketal 2 with a large excess each of lithium metal and ammonium chloride in ammonia-tetrahydrofuran (1:1) under reflux leads to 1α,3β-dihydroxyandrost-5-en-17-one 17-ketal 3. Hydrolysis of the ketal affords 1α,3β-dihydroxyandrost-5-en-17-one, 4. Also, fermentation of DHEA with penicillium aspergillus ...